From a dataset of the Open Reaction Database (ORD), a public repository of structured organic reaction records. describe an organic reaction: reactants, conditions, products, and yield Reactants: NC=1C=C(C(=O)NC2CCCCC2)C=C(C1)N (3,5-diamino-N-cyclohexyl-benzamide), [Li+].[Cl-] (LiCl), N1=CC=CC=C1 (pyridine), C1(CCCC1)C(=O)Cl (cyclopentanecarbonylchloride), CN1CCCC1=O (NMP). The product is C1(CCCCC1)NC(C1=CC(=CC(=C1)NC(=O)C1CCCC1)NC(=O)C1CCCC1)=O (N-cyclohexyl-3,5-bis-(cyclopentanecarbonylamino)-benzamide). As a reaction SMILES: [NH2:1][C:2]1[CH:3]=[C:4]([CH:14]=[C:15]([NH2:17])[CH:16]=1)[C:5]([NH:7][CH:8]1[CH2:13][CH2:12][CH2:11][CH2:10][CH2:9]1)=[O:6].[CH:18]1([C:23](Cl)=[O:24])[CH2:22][CH2:21][CH2:20][CH2:19]1.CN1[C:31](=[O:32])[CH2:30][CH2:29][CH2:28]1.[Li+].[Cl-].N1C=CC=[CH:37][CH:36]=1>>[CH:8]1([NH:7][C:5](=[O:6])[C:4]2[CH:14]=[C:15]([NH:17][C:23]([CH:18]3[CH2:22][CH2:21][CH2:20][CH2:19]3)=[O:24])[CH:16]=[C:2]([NH:1][C:31]([CH:30]3[CH2:37][CH2:36][CH2:28][CH2:29]3)=[O:32])[CH:3]=2)[CH2:13][CH2:12][CH2:11][CH2:10][CH2:9]1 |f:3.4|. Reported procedure: from 0.50 g (2.14 mmol) of 3,5-diamino-N-cyclohexyl-benzamide, 0.66 g (4.98 mmol) of cyclopentanecarbonylchloride, 30 ml of NMP, 5 ml of pyridine and 0.05 g of dried LiCl according to Method A. Reactants: CN1CCOCC1, COc1nc(Cl)nc(OC)n1, ClCCl, Cc1ccc(NC(=O)c2cccc(C(F)(F)F)c2)cc1C(=O)O, Nc1cnc(Nc2ccc(C(=O)NCCN3CCCC3)nc2)nc1. The product is Cc1ccc(NC(=O)c2cccc(C(F)(F)F)c2)cc1C(=O)Nc1cnc(Nc2ccc(C(=O)NCCN3CCCC3)nc2)nc1. As a reaction SMILES: [CH3:35][N:36]1[CH2:37][CH2:38][O:39][CH2:40][CH2:41]1.[Cl:24][c:25]1[n:26][c:27]([O:28][CH3:29])[n:30][c:31]([O:32][CH3:33])[n:34]1.[Cl:66][CH2:67][Cl:68].[F:1][C:2]([c:3]1[cH:4][c:5]([C:6](=[O:7])[NH:8][c:9]2[cH:10][cH:11][c:12]([CH3:18])[c:13]([C:14](=[O:15])[OH:16])[cH:17]2)[cH:19][cH:20][cH:21]1)([F:22])[F:23].[N:42]1([CH2:47][CH2:48][NH:49][C:50](=[O:51])[c:52]2[n:53][cH:54][c:55]([NH:58][c:59]3[n:60][cH:61][c:62]([NH2:65])[cH:63][n:64]3)[cH:56][cH:57]2)[CH2:43][CH2:44][CH2:45][CH2:46]1>>[F:1][C:2]([c:3]1[cH:4][c:5]([C:6](=[O:7])[NH:8][c:9]2[cH:10][cH:11][c:12]([CH3:18])[c:13]([C:14](=[O:16])[NH:65][c:62]3[cH:61][n:60][c:59]([NH:58][c:55]4[cH:54][n:53][c:52]([C:50]([NH:49][CH2:48][CH2:47][N:42]5[CH2:43][CH2:44][CH2:45][CH2:46]5)=[O:51])[cH:57][cH:56]4)[n:64][cH:63]3)[cH:17]2)[cH:19][cH:20][cH:21]1)([F:22])[F:23]. Starting materials: C(C)(=O)OC(C)=O (acetic anhydride), CC=1C=C2C=NNC2=CC1[N+](=O)[O-] (5-methyl-6-nitro-1H-indazole), CC=1C=C2C=NNC2=CC1[N+](=O)[O-] (5-methyl-6-nitro-1H-indazole). Solvent: C(C)(=O)O (acetic acid). Run at time 15 hour. Yields the product C(C)(=O)N1N=CC2=CC(=C(C=C12)[N+](=O)[O-])C (1-Acetyl-5-methyl-6-nitro-indazole). Isolated yield 75.0%. Reaction SMILES: [CH3:1][C:2]1[CH:3]=[C:4]2[C:8](=[CH:9][C:10]=1[N+:11]([O-:13])=[O:12])[NH:7][N:6]=[CH:5]2.[C:14](OC(=O)C)(=[O:16])[CH3:15]>C(O)(=O)C>[C:14]([N:7]1[C:8]2[C:4](=[CH:3][C:2]([CH3:1])=[C:10]([N+:11]([O-:13])=[O:12])[CH:9]=2)[CH:5]=[N:6]1)(=[O:16])[CH3:15]. Procedure details: Five g (28,2 m-mol) of 5-methyl-6-nitro-1H-indazole (formula 24) prepared e.g. according to the method described by E. Nolting, Ber. Dtsch. Chem. Ges. 37 (1904) 2556 were added to a mixture of acetic acid (50 ml) and acetic anhydride (100 ml). After about 15 min the acetylated compound (formula 25) crystallized from the light-yellow colored solution in the form of elongated colorless needles. To complete crystallization, the solution was left to stand for a period of 45 min at room temperature a... Starting materials: C(\C=C\C(=O)O)(=O)O (fumaric acid), ClCCCOC=1C=CC=C2C=CNC12 (7-(3-chloropropoxy)-1H-indole), FC1=CC2=C(C(=NO2)C2CCNCC2)C=C1 (6-fluoro-3-(4-piperidinyl)-1,2-benzisoxazole), C(=O)([O-])[O-].[K+].[K+] (K2CO3). Run in O (water), C(C)(=O)OCC (ethyl acetate), C(C)#N (acetonitrile). Run at time 1.5 hour. Product: C(\C=C\C(=O)O)(=O)O.FC1=CC2=C(C(=NO2)C2CCN(CC2)CCCOC=2C=CC=C3C=CNC23)C=C1.FC1=CC2=C(C(=NO2)C2CCN(CC2)CCCOC=2C=CC=C3C=CNC23)C=C1 (6-Fluoro-3-[1-[3-[(1H-indol-7-yl)oxy]propyl]-4-piperidinyl]-1,2-benzisoxazole hemifumarate). Yield: 54.7%. As a reaction SMILES: Cl[CH2:2][CH2:3][CH2:4][O:5][C:6]1[CH:7]=[CH:8][CH:9]=[C:10]2[C:14]=1[NH:13][CH:12]=[CH:11]2.[F:15][C:16]1[CH:30]=[CH:29][C:19]2[C:20]([CH:23]3[CH2:28][CH2:27][NH:26][CH2:25][CH2:24]3)=[N:21][O:22][C:18]=2[CH:17]=1.C([O-])([O-])=O.[K+].[K+].[C:37]([OH:44])(=[O:43])/[CH:38]=[CH:39]/[C:40]([OH:42])=[O:41]>C(OCC)(=O)C.O.C(#N)C>[C:37]([OH:44])(=[O:43])/[CH:38]=[CH:39]/[C:40]([OH:42])=[O:41].[F:15][C:16]1[CH:30]=[CH:29][C:19]2[C:20]([CH:23]3[CH2:24][CH2:25][N:26]([CH2:2][CH2:3][CH2:4][O:5][C:6]4[CH:7]=[CH:8][CH:9]=[C:10]5[C:14]=4[NH:13][CH:12]=[CH:11]5)[CH2:27][CH2:28]3)=[N:21][O:22][C:18]=2[CH:17]=1.[F:15][C:16]1[CH:30]=[CH:29][C:19]2[C:20]([CH:23]3[CH2:24][CH2:25][N:26]([CH2:2][CH2:3][CH2:4][O:5][C:6]4[CH:7]=[CH:8][CH:9]=[C:10]5[C:14]=4[NH:13][CH:12]=[CH:11]5)[CH2:27][CH2:28]3)=[N:21][O:22][C:18]=2[CH:17]=1 |f:2.3.4,9.10.11|. Procedure: A stirred mixture of 7-(3-chloropropoxy)-1H-indole (3.5 g, 17 mmol), 6-fluoro-3-(4-piperidinyl)-1,2-benzisoxazole (3.5 g, 17 mmol), K2CO3 (2.3 g) and acetonitrile (60 ml) was refluxed for 11 hour The reaction was poured into water, and the aqueous mixture was extracted with ethyl acetate. The ethyl acetate was washed with water, dried (MgSO4), and the solvent was concentrated to afford a dark oil. The oil was flash chromatographed on silica gel. Upon concentration of the appropriate fractions, 3... Starting materials: [OH-].[Na+] (sodium hydroxide), Cl (hydrochloric acid), ClC1=CC=2C(C3=C(C=CC=C3OC2C=C1O)F)=O (2-chloro-8-fluoro-3-hydroxy9-oxo-9H-xanthene), C([O-])([O-])=O.[K+].[K+] (potassium carbonate), BrCC(=O)OCC (ethyl bromoacetate). The solvent is O (water), CN(C)C=O (DMF). Conditions: time 3 hour. The product is ClC(C(=O)O)OC=1C=CC=2C(C3=C(C=CC=C3OC2C1)F)=O (2-chloro-8-fluoro-9-oxo-9H-xanthene-3yloxyacetic acid). As a reaction SMILES: Cl[C:2]1[C:15]([OH:16])=[CH:14][C:13]2[O:12][C:11]3[C:6](=[C:7]([F:17])[CH:8]=[CH:9][CH:10]=3)[C:5](=[O:18])[C:4]=2[CH:3]=1.C(=O)([O-])[O-].[K+].[K+].Br[CH2:26][C:27]([O:29]CC)=[O:28].[OH-].[Na+].[ClH:34]>O.CN(C=O)C>[Cl:34][CH:26]([O:16][C:15]1[CH:2]=[CH:3][C:4]2[C:5](=[O:18])[C:6]3[C:11]([O:12][C:13]=2[CH:14]=1)=[CH:10][CH:9]=[CH:8][C:7]=3[F:17])[C:27]([OH:29])=[O:28] |f:1.2.3,5.6|. Reported procedure: A mixture of 1.3 g of 2-chloro-8-fluoro-3-hydroxy9-oxo-9H-xanthene, 1.7 g of potassium carbonate, 2.1 g of ethyl bromoacetate and 30 ml of DMF was stirred at 60°-65° C. for 3 hours. After cooling the mixture, 2 g of sodium hydroxide and 100 ml of water were added and the resulting mixture was stirred at 90 °-100° C. for 30 minutes. After cooling, the mixture was rendered acidic with hydrochloric acid and the solid crystal was recovered by filtration, washed with water and dried. Recrystallizatio...